Dataset: the Open Reaction Database (ORD), a public repository of structured organic reaction records. Task: describe an organic reaction: reactants, conditions, products, and yield Starting materials: Cc1ccccc1, Fc1ccc(CCN2CCC(n3ccc4ccc(Br)cc43)CC2)cc1, [Na+], [Na+], O=C([O-])[O-], O, OB(O)c1ccc(F)cc1, [Pd]. Yields the product Fc1ccc(CCN2CCC(n3ccc4ccc(-c5ccc(F)cc5)cc43)CC2)cc1. As a reaction SMILES: [CH3:43][c:44]1[cH:45][cH:46][cH:47][cH:48][cH:49]1.[F:1][c:2]1[cH:3][cH:4][c:5]([CH2:6][CH2:7][N:8]2[CH2:9][CH2:10][CH:11]([n:14]3[cH:15][cH:16][c:17]4[cH:18][cH:19][c:20]([Br:23])[cH:21][c:22]34)[CH2:12][CH2:13]2)[cH:24][cH:25]1.[Na+:36].[Na+:37].[O-:38][C:39](=[O:40])[O-:41].[OH2:42].[OH:26][B:27]([OH:28])[c:29]1[cH:30][cH:31][c:32]([F:33])[cH:34][cH:35]1.[Pd:50]>>[F:1][c:2]1[cH:3][cH:4][c:5]([CH2:6][CH2:7][N:8]2[CH2:9][CH2:10][CH:11]([n:14]3[cH:15][cH:16][c:17]4[cH:18][cH:19][c:20](-[c:29]5[cH:30][cH:31][c:32]([F:33])[cH:34][cH:35]5)[cH:21][c:22]34)[CH2:12][CH2:13]2)[cH:24][cH:25]1. Starting materials: CC(=O)Nc1ncc(Sc2ccc(N)cc2)s1, CN(C)C=O, ClCCl, O=C(OO)c1cccc(Cl)c1. The product is CC(=O)Nc1ncc(S(=O)c2ccc(N)cc2)s1. RXN SMILES: [C:1]([CH3:2])(=[O:3])[NH:4][c:5]1[s:6][c:7]([S:10][c:11]2[cH:12][cH:13][c:14]([NH2:17])[cH:15][cH:16]2)[cH:8][n:9]1.[CH3:32][N:33]([CH3:34])[CH:35]=[O:36].[Cl:29][CH2:30][Cl:31].[OH:18][O:19][C:20]([c:21]1[cH:22][c:23]([Cl:24])[cH:25][cH:26][cH:27]1)=[O:28]>>[C:1]([CH3:2])(=[O:3])[NH:4][c:5]1[s:6][c:7]([S:10]([c:11]2[cH:12][cH:13][c:14]([NH2:17])[cH:15][cH:16]2)=[O:18])[cH:8][n:9]1. Starting materials: ice water, [H-].[Na+] (sodium hydride), CI (methyl iodide), N1=CC(=CC=C1)C=NN1C(NC2=CC=C(C=C2C1)C(C(F)(F)F)(C(F)(F)F)F)=O (3-(3-pyridylmethylideneamino)-3,4-dihydro-6-[1,2,2,2-tetrafluoro-1-(trifluoromethyl)ethyl]-2(1H)-quinazolinone). Solvent: CN(C=O)C (dimethylformamide). Reaction conditions: time 30 minute. Yields the product CN1C(N(CC2=CC(=CC=C12)C(C(F)(F)F)(C(F)(F)F)F)N=CC=1C=NC=CC1)=O (1-methyl-3-(3-pyridylmethylideneamino)-3,4-dihydro-6-[1,2,2,2-tetrafluoro-1-(trifluoromethyl)ethyl]-2(1H)-quinazolinone). Yield: 50.7%. RXN SMILES: [N:1]1[CH:6]=[CH:5][CH:4]=[C:3]([CH:7]=[N:8][N:9]2[CH2:18][C:17]3[C:12](=[CH:13][CH:14]=[C:15]([C:19]([F:28])([C:24]([F:27])([F:26])[F:25])[C:20]([F:23])([F:22])[F:21])[CH:16]=3)[NH:11][C:10]2=[O:29])[CH:2]=1.[H-].[Na+].[CH3:32]I>CN(C)C=O>[CH3:32][N:11]1[C:12]2[C:17](=[CH:16][C:15]([C:19]([F:28])([C:24]([F:25])([F:26])[F:27])[C:20]([F:22])([F:21])[F:23])=[CH:14][CH:13]=2)[CH2:18][N:9]([N:8]=[CH:7][C:3]2[CH:2]=[N:1][CH:6]=[CH:5][CH:4]=2)[C:10]1=[O:29] |f:1.2|. Procedure details: In 10 ml of dimethylformamide was dissolved 0.84 g (2.0 mmol) of 3-(3-pyridylmethylideneamino)-3,4-dihydro-6-[1,2,2,2-tetrafluoro-1-(trifluoromethyl)ethyl]-2(1H)-quinazolinone, and to the resulting solution was added 0.09 g (2.3 mmol) of sodium hydride (purity: 62.4%). The reaction was carried out at room temperature for 30 minutes, after which 0.34 g (2.4 mmol) of methyl iodide was added and the reaction was carried out for 4 hours. After completion of the reaction, the reaction solution was po... The reactants are [BH4-].[Na+] (sodium borohydride), [OH-].[Na+] (sodium hydroxide), O=C(CCCN(CCCl)CCCl)C=1C=C2CCC(NC2=CC1)=O (6-{1-oxo-4-[di-(2-chloroethyl)-amino]butyl}-3,4-dihydrocarbostyril), Cl (hydrochloric acid). The solvent is CO (methanol), O (water). Run at time 2 hour. The product is OC(CCCN(CCCl)CCCl)C=1C=C2CCC(NC2=CC1)=O (6-{1-hydroxy-4-[bis(2-chloroethyl)amino]-butyl}-3,4-dihydrocarbostyril). RXN SMILES: [O:1]=[C:2]([C:13]1[CH:14]=[C:15]2[C:20](=[CH:21][CH:22]=1)[NH:19][C:18](=[O:23])[CH2:17][CH2:16]2)[CH2:3][CH2:4][CH2:5][N:6]([CH2:10][CH2:11][Cl:12])[CH2:7][CH2:8][Cl:9].[BH4-].[Na+].Cl.[OH-].[Na+]>CO.O>[OH:1][CH:2]([C:13]1[CH:14]=[C:15]2[C:20](=[CH:21][CH:22]=1)[NH:19][C:18](=[O:23])[CH2:17][CH2:16]2)[CH2:3][CH2:4][CH2:5][N:6]([CH2:10][CH2:11][Cl:12])[CH2:7][CH2:8][Cl:9] |f:1.2,4.5|. Reported procedure: 2.5 Grams of 6-{1-oxo-4-[di-(2-chloroethyl)-amino]butyl}-3,4-dihydrocarbostyril was dissolved in 80 ml of methanol, with stirring at a room temperature condition 1.6 g of sodium borohydride was added gradually to the mixture in 15 minutes and further stirred at a room temperature for 2 hours. To the reaction mixture was added 5 ml of concentrated hydrochloric acid was added and the reaction mixture was concentrated under a reduced pressure to dryness. The residue thus obtained was dissolved in 1... The reactants are C(C1=CC=CC=C1)N1C(NC(=CC1=O)Cl)=O (3-benzyl-6-chloropyrimidine-2,4(1H,3H)-dione), C([O-])([O-])=O.[K+].[K+] (potassium carbonate), BrCCCCl (1-bromo-3-chloropropane). Solvent: CN(C=O)C (N,N-dimethylformamide). Conditions: temperature 90 celsius, time 3 hour. The product is C(C1=CC=CC=C1)N1C(N(C(=CC1=O)Cl)CCCCl)=O (3-benzyl-6-chloro-1-(3-chloropropyl)pyrimidine-2,4(1H,3H)-dione). Reaction SMILES: [CH2:1]([N:8]1[C:13](=[O:14])[CH:12]=[C:11]([Cl:15])[NH:10][C:9]1=[O:16])[C:2]1[CH:7]=[CH:6][CH:5]=[CH:4][CH:3]=1.C(=O)([O-])[O-].[K+].[K+].Br[CH2:24][CH2:25][CH2:26][Cl:27]>CN(C)C=O>[CH2:1]([N:8]1[C:13](=[O:14])[CH:12]=[C:11]([Cl:15])[N:10]([CH2:24][CH2:25][CH2:26][Cl:27])[C:9]1=[O:16])[C:2]1[CH:7]=[CH:6][CH:5]=[CH:4][CH:3]=1 |f:1.2.3|. Procedure details: To a suspension of 18.93 g (80 mmol) of 3-benzyl-6-chloropyrimidine-2,4(1H,3H)-dione and 17.69 g (128 mmol) of potassium carbonate in 120 ml of N,N-dimethylformamide, 15.8 ml (160 mmol) of 1-bromo-3-chloropropane was added at room temperature. This mixture was stirred at 90° C. for 3 hours. After cooling, the reaction mixture was concentrated to dryness; the resulting residue was dissolved in chloroform-water. After the organic layer was washed with water and dried, the solvent was distilled off... Reactants: COC(=O)CCNC(=O)c1ccc(C(CCC(F)(F)F)Oc2cc(C)c(I)c(C)c2)s1, Cc1ccccc1, CC(C)c1ccc(B(O)O)cc1, [F-], [K+]. Product: COC(=O)CCNC(=O)c1ccc(C(CCC(F)(F)F)Oc2cc(C)c(-c3ccc(C(C)C)cc3)c(C)c2)s1. As a reaction SMILES: [CH3:1][O:2][C:3]([CH2:4][CH2:5][NH:6][C:7](=[O:8])[c:9]1[s:10][c:11]([CH:14]([CH2:15][CH2:16][C:17]([F:18])([F:19])[F:20])[O:21][c:22]2[cH:23][c:24]([CH3:30])[c:25]([I:29])[c:26]([CH3:28])[cH:27]2)[cH:12][cH:13]1)=[O:31].[CH3:46][c:47]1[cH:48][cH:49][cH:50][cH:51][cH:52]1.[CH:32]([CH3:33])([CH3:34])[c:35]1[cH:36][cH:37][c:38]([B:41]([OH:42])[OH:43])[cH:39][cH:40]1.[F-:44].[K+:45]>>[CH3:1][O:2][C:3]([CH2:4][CH2:5][NH:6][C:7](=[O:8])[c:9]1[s:10][c:11]([CH:14]([CH2:15][CH2:16][C:17]([F:18])([F:19])[F:20])[O:21][c:22]2[cH:23][c:24]([CH3:30])[c:25](-[c:38]3[cH:37][cH:36][c:35]([CH:32]([CH3:33])[CH3:34])[cH:40][cH:39]3)[c:26]([CH3:28])[cH:27]2)[cH:12][cH:13]1)=[O:31]. Reactants: CC1=NC2=C(C=C(C=3CCC(NC23)C2=CC=CC=C2)C(=O)OCC)N1C (ethyl 2,3-dimethyl-8-phenyl-6,7,8,9-tetrahydro-3H-imidazo[4,5h]-quinoline-5-carboxylate), NCCO (2-aminoethanol). Reaction conditions: temperature 145 celsius. Yields the product OCCNC(=O)C=1C=2CCC(NC2C2=C(C1)N(C(=N2)C)C)C2=CC=CC=C2 (2,3-Dimethyl-8-phenyl-6,7,8,9-tetrahydro-3H-imidazo[4,5h]quinoline-5-carboxylic Acid 2-Hydroxyethylamide). Yield: 52.0%. Reaction SMILES: [CH3:1][C:2]1[N:25]([CH3:26])[C:5]2[CH:6]=[C:7]([C:20](OCC)=[O:21])[C:8]3[CH2:9][CH2:10][CH:11]([C:14]4[CH:19]=[CH:18][CH:17]=[CH:16][CH:15]=4)[NH:12][C:13]=3[C:4]=2[N:3]=1.[NH2:27][CH2:28][CH2:29][OH:30]>>[OH:30][CH2:29][CH2:28][NH:27][C:20]([C:7]1[C:8]2[CH2:9][CH2:10][CH:11]([C:14]3[CH:15]=[CH:16][CH:17]=[CH:18][CH:19]=3)[NH:12][C:13]=2[C:4]2[N:3]=[C:2]([CH3:1])[N:25]([CH3:26])[C:5]=2[CH:6]=1)=[O:21]. Procedure details: A suspension of 1.0 g (2.9 mmol) ethyl 2,3-dimethyl-8-phenyl-6,7,8,9-tetrahydro-3H-imidazo[4,5h]-quinoline-5-carboxylate in 10 ml 2-aminoethanol was heated to 140-150° C. until no starting material was left. The mixture was partitioned between saturated aqueous ammonium chloride and dichloro-methane/methanol 9:1. The organic layer was separated, dried over anhydrous magnesium sulphate and evaporated. The residue was purified by column chromatography on silica gel (toluene/dioxane/methanol=6:3:1)... Reactants: CSCCC(NC(=O)OC(C)(C)C)C(=O)NC1(C(=O)O)CC(Sc2nnc[nH]2)C2C(C(=O)O)C21, C1COCCO1, COC(C)(C)C, Cl. The product is Cl, CSCCC(N)C(=O)NC1(C(=O)O)CC(Sc2nnc[nH]2)C2C(C(=O)O)C21. Reaction SMILES: [C:2]([O:3][C:4](=[O:5])[NH:9][CH:10]([C:11](=[O:12])[NH:13][C:14]1([C:29](=[O:30])[OH:31])[CH:15]2[CH:16]([C:26](=[O:27])[OH:28])[CH:17]2[CH:18]([S:20][c:21]2[n:22][n:23][cH:24][nH:25]2)[CH2:19]1)[CH2:32][CH2:33][S:34][CH3:35])([CH3:6])([CH3:7])[CH3:8].[CH2:42]1[O:43][CH2:44][CH2:45][O:46][CH2:47]1.[CH3:36][O:37][C:38]([CH3:39])([CH3:40])[CH3:41].[ClH:1]>>[ClH:1].[NH2:9][CH:10]([C:11](=[O:12])[NH:13][C:14]1([C:29](=[O:30])[OH:31])[CH:15]2[CH:16]([C:26](=[O:27])[OH:28])[CH:17]2[CH:18]([S:20][c:21]2[n:22][n:23][cH:24][nH:25]2)[CH2:19]1)[CH2:32][CH2:33][S:34][CH3:35]. Starting materials: COC(=O)c1ccc(OCC2CCCN2C(=O)OC(C)(C)C)cc1, ClCCl, O=C(O)C(F)(F)F. Yields the product COC(=O)c1ccc(OCC2CCCN2)cc1. As a reaction SMILES: [C:1]([O:2][C:3](=[O:4])[N:8]1[CH:9]([CH2:13][O:14][c:15]2[cH:16][cH:17][c:18]([C:19](=[O:20])[O:21][CH3:22])[cH:23][cH:24]2)[CH2:10][CH2:11][CH2:12]1)([CH3:5])([CH3:6])[CH3:7].[Cl:32][CH2:33][Cl:34].[F:25][C:26]([F:27])([F:28])[C:29]([OH:30])=[O:31]>>[NH:8]1[CH:9]([CH2:13][O:14][c:15]2[cH:16][cH:17][c:18]([C:19](=[O:20])[O:21][CH3:22])[cH:23][cH:24]2)[CH2:10][CH2:11][CH2:12]1. Starting materials: CCC1(OC(C)=O)C(=O)OCc2c1cc1n(c2=O)Cc2c-1nc1ccccc1c2CC[Si](C)(C)CCC[NH3+], CCN(CC)C(=O)Cl, O=C([O-])C(F)(F)F. Yields the product CCN(CC)C(=O)NCCC[Si](C)(C)CCc1c2c(nc3ccccc13)-c1cc3c(c(=O)n1C2)COC(=O)C3(CC)OC(C)=O. Reaction SMILES: [C:1]([CH3:2])(=[O:3])[O:4][C:5]1([CH2:37][CH3:38])[C:6](=[O:36])[O:7][CH2:8][c:9]2[c:10]1[cH:11][c:12]1[n:20]([c:21]2=[O:22])[CH2:19][c:18]2[c:13]-1[n:14][c:15]1[c:16]([c:17]2[CH2:23][CH2:24][Si:25]([CH2:26][CH2:27][CH2:28][NH3+:29])([CH3:30])[CH3:31])[cH:32][cH:33][cH:34][cH:35]1.[CH2:46]([CH3:47])[N:48]([C:49](=[O:50])[Cl:51])[CH2:52][CH3:53].[F:39][C:40]([F:41])([F:42])[C:43]([O-:44])=[O:45]>>[C:1]([CH3:2])(=[O:3])[O:4][C:5]1([CH2:37][CH3:38])[C:6](=[O:36])[O:7][CH2:8][c:9]2[c:10]1[cH:11][c:12]1[n:20]([c:21]2=[O:22])[CH2:19][c:18]2[c:13]-1[n:14][c:15]1[c:16]([c:17]2[CH2:23][CH2:24][Si:25]([CH2:26][CH2:27][CH2:28][NH:29][C:49]([N:48]([CH2:46][CH3:47])[CH2:52][CH3:53])=[O:50])([CH3:30])[CH3:31])[cH:32][cH:33][cH:34][cH:35]1.